This data is from the Open Reaction Database (ORD), a public repository of structured organic reaction records. The task is: describe an organic reaction: reactants, conditions, products, and yield Reactants: BrCC1=C(C(=O)OCC)C=CN=C1Cl (ethyl 3-(bromomethyl)-2-chloroisonicotinate), Cl.CC=1C=C(C=NC1CCC(F)(F)F)C(C)N (1-(5-methyl-6-(3,3,3-trifluoropropyl)pyridin-3-yl)ethanamine hydrochloride). Yields the product ClC1=NC=CC2=C1CN(C2=O)C(C)C=2C=NC(=C(C2)C)CCC(F)(F)F (4-chloro-2-(1-(5-methyl-6-(3,3,3-trifluoropropyl)pyridin-3-yl)ethyl)-2,3-dihydro-1H-pyrrolo[3,4-c]pyridin-1-one). The yield is 89.0%. RXN SMILES: Br[CH2:2][C:3]1[C:13]([Cl:14])=[N:12][CH:11]=[CH:10][C:4]=1[C:5]([O:7]CC)=O.Cl.[CH3:16][C:17]1[CH:18]=[C:19]([CH:29]([NH2:31])[CH3:30])[CH:20]=[N:21][C:22]=1[CH2:23][CH2:24][C:25]([F:28])([F:27])[F:26]>>[Cl:14][C:13]1[C:3]2[CH2:2][N:31]([CH:29]([C:19]3[CH:20]=[N:21][C:22]([CH2:23][CH2:24][C:25]([F:28])([F:26])[F:27])=[C:17]([CH3:16])[CH:18]=3)[CH3:30])[C:5](=[O:7])[C:4]=2[CH:10]=[CH:11][N:12]=1 |f:1.2|. Procedure details: The title compound is prepared in 89% yield (560 mg, white solid) from ethyl 3-(bromomethyl)-2-chloroisonicotinate (460 mg, 1.6 mmol, Step-1 of Intermediate-1) and 1-(5-methyl-6-(3,3,3-trifluoropropyl)pyridin-3-yl)ethanamine hydrochloride (440 mg, 1.6 mmol, Amine-64, single enantiomer) in a similar manner to Intermediate-2. Reactants: FC1=CC=C(C=C1)C1C(NC(O1)=O)CC1=CC(=CC=C1)SC(F)(F)F ((4RS,5SR)-5-(4-fluorophenyl)-4-{3-[(trifluoromethyl)thio]benzyl}-1,3-oxazolidin-2-one), [OH-].[Na+] (sodium hydroxide), O (water). Solvent: C(C)O (ethanol). Reaction conditions: temperature 80 celsius, time 4 hour. The product is NC(C(O)C1=CC=C(C=C1)F)CC1=CC(=CC=C1)SC(F)(F)F ((1RS,2SR)-2-amino-1-(4-fluorophenyl)-3-{3-[(trifluoromethyl)thio]phenyl}propan-1-ol). RXN SMILES: [F:1][C:2]1[CH:7]=[CH:6][C:5]([CH:8]2[O:12]C(=O)[NH:10][CH:9]2[CH2:14][C:15]2[CH:20]=[CH:19][CH:18]=[C:17]([S:21][C:22]([F:25])([F:24])[F:23])[CH:16]=2)=[CH:4][CH:3]=1.[OH-].[Na+].O>C(O)C>[NH2:10][CH:9]([CH2:14][C:15]1[CH:20]=[CH:19][CH:18]=[C:17]([S:21][C:22]([F:25])([F:24])[F:23])[CH:16]=1)[CH:8]([C:5]1[CH:6]=[CH:7][C:2]([F:1])=[CH:3][CH:4]=1)[OH:12] |f:1.2|. Procedure details: To a solution of (4RS,5SR)-5-(4-fluorophenyl)-4-{3-[(trifluoromethyl)thio]benzyl}-1,3-oxazolidin-2-one (1.30 g, 3.50 mmol) in ethanol (3 ml) was added 8N aqueous sodium hydroxide solution (1.31 ml,10.5 mmol), and the mixture was stirred at 80° C. for 4 hrs. To the reaction solution was added water (20 ml), and the mixture was extracted with ethyl acetate (50 ml×2). The extract was washed with water and saturated brine, dried (anhydrous magnesium sulfate) and evaporated under reduced pressure to ... Reactants: FC(OC1=CC=C(C=C1)NC(=O)C1(CCN(CC1)S(=O)(=O)C1=CC=C(C=C1)C)N)(F)F (4-Amino-1-(toluene-4-sulfonyl)-piperidine-4-carboxylic acid (4-trifluoromethoxy-phenyl)-amide), Cl (hydrochloride), CI (methyl iodide), C([O-])([O-])=O.[K+].[K+] (potassium carbonate). The solvent is CN(C)C=O (DMF). Yields the product FC(OC1=CC=C(C=C1)NC(=O)C1(CCN(CC1)S(=O)(=O)C1=CC=C(C=C1)C)NC)(F)F (4-Methylamino-1-(toluene-4-sulfonyl)-piperidine-4-carboxylic acid (4-trifluoromethoxy-phenyl)-amide). Reaction SMILES: [F:1][C:2]([F:31])([F:30])[O:3][C:4]1[CH:9]=[CH:8][C:7]([NH:10][C:11]([C:13]2([NH2:29])[CH2:18][CH2:17][N:16]([S:19]([C:22]3[CH:27]=[CH:26][C:25]([CH3:28])=[CH:24][CH:23]=3)(=[O:21])=[O:20])[CH2:15][CH2:14]2)=[O:12])=[CH:6][CH:5]=1.Cl.CI.[C:35](=O)([O-])[O-].[K+].[K+]>CN(C=O)C>[F:31][C:2]([F:1])([F:30])[O:3][C:4]1[CH:5]=[CH:6][C:7]([NH:10][C:11]([C:13]2([NH:29][CH3:35])[CH2:18][CH2:17][N:16]([S:19]([C:22]3[CH:27]=[CH:26][C:25]([CH3:28])=[CH:24][CH:23]=3)(=[O:21])=[O:20])[CH2:15][CH2:14]2)=[O:12])=[CH:8][CH:9]=1 |f:3.4.5|. Reported procedure: A mixture of 42 mg (0.08 mmol) 4-Amino-1-(toluene-4-sulfonyl)-piperidine-4-carboxylic acid (4-trifluoromethoxy-phenyl)-amide; hydrochloride (example 80) and 96 mg (0.68 mmol) methyl iodide and 17.6 mg (0.128 mmol) potassium carbonate in 2 mL DMF was heated to 40° C. for 1.5 h. The mixture was filtered and the filtrate was subjected to purification by preparative HPLC on reversed phase eluting with a gradient formed from acetonitrile, water and NEt3 to yield after evaporation of the product conta...